From a dataset of the Open Reaction Database (ORD), a public repository of structured organic reaction records. describe an organic reaction: reactants, conditions, products, and yield The reactants are [Mg], CCCC(O)(CCc1ccccc1)CC(=O)O. Yields the product CCCC(=O)CCc1ccccc1. RXN SMILES: [Mg:18].[OH:1][C:2]([CH2:3][C:4]([OH:5])=[O:6])([CH2:7][CH2:8][CH3:9])[CH2:10][CH2:11][c:12]1[cH:13][cH:14][cH:15][cH:16][cH:17]1>>[O:1]=[C:2]([CH2:7][CH2:8][CH3:9])[CH2:10][CH2:11][c:12]1[cH:13][cH:14][cH:15][cH:16][cH:17]1. Reactants: C(C1=CC=CC=C1)NC(=O)C1=C(N=C(S1)N1C(CCC1)=O)C (N-benzyl-4-methyl-2-(2-oxopyrrolidin-1-yl)thiazole-5-carboxamide), BrCC1=CC=C(C=C1)C(F)(F)F (1-(bromomethyl)-4-(trifluoromethyl)benzene). Product: C(C1=CC=CC=C1)NC(=O)C1=C(N=C(S1)N1C(C(CC1)CC1=CC=C(C=C1)C(F)(F)F)=O)C (N-benzyl-4-methyl-2-(2-oxo-3-(4-(trifluoromethyl)benzyl)pyrrolidin-1-yl)thiazole-5-carboxamide). Yield: 27.0%. As a reaction SMILES: [CH2:1]([NH:8][C:9]([C:11]1[S:15][C:14]([N:16]2[CH2:20][CH2:19][CH2:18][C:17]2=[O:21])=[N:13][C:12]=1[CH3:22])=[O:10])[C:2]1[CH:7]=[CH:6][CH:5]=[CH:4][CH:3]=1.Br[CH2:24][C:25]1[CH:30]=[CH:29][C:28]([C:31]([F:34])([F:33])[F:32])=[CH:27][CH:26]=1>>[CH2:1]([NH:8][C:9]([C:11]1[S:15][C:14]([N:16]2[CH2:20][CH2:19][CH:18]([CH2:24][C:25]3[CH:26]=[CH:27][C:28]([C:31]([F:32])([F:33])[F:34])=[CH:29][CH:30]=3)[C:17]2=[O:21])=[N:13][C:12]=1[CH3:22])=[O:10])[C:2]1[CH:7]=[CH:6][CH:5]=[CH:4][CH:3]=1. Reported procedure: Following the procedure as described in Example 2, making variation as required to use N-benzyl-4-methyl-2-(2-oxopyrrolidin-1-yl)thiazole-5-carboxamide in place of N-(4-fluorobenzyl)-4-methyl-2-(2-oxopyrrolidin-1-yl)thiazole-5-carboxamide to react with 1-(bromomethyl)-4-(trifluoromethyl)benzene, the title compound was obtained as a white solid in 27% yield: mp 174-175° C. (hexanes/ethyl acetate); 1H NMR (300 MHz, CDCl3) δ 7.54 (d, J=8.0 Hz, 2H), 7.39-7.20 (m, 7H), 6.01 (t, J=5.6 Hz, 1H), 4.57 (d... Reactants: C1(=CC=CC=C1)C(C=1N=NN(N1)C(C(=O)OCC)C1=CC=CC=C1)C1=CC=CC=C1 (ethyl (±)-5-(diphenylmethyl)-α-phenyl-2H-tetrazole-2-acetate), C(CCCCCCCCC)C=1N=NN(N1)C(C(=O)OCC)C1=CC=CC=C1 (ethyl (±)-5-decyl-α-phenyl-2H-tetrazole-2-acetate). The product is C1(=CC=CC=C1)C(C=1N=NN(N1)C(C(=O)O)C1=CC=CC=C1)C1=CC=CC=C1 ((±)-5-(diphenylmethyl)-α-phenyl-2H-tetrazole-2-acetic acid). Reaction SMILES: [C:1]1([CH:7]([C:25]2[CH:30]=[CH:29][CH:28]=[CH:27][CH:26]=2)[C:8]2[N:9]=[N:10][N:11]([CH:13]([C:19]3[CH:24]=[CH:23][CH:22]=[CH:21][CH:20]=3)[C:14]([O:16]CC)=[O:15])[N:12]=2)[CH:6]=[CH:5][CH:4]=[CH:3][CH:2]=1.C(C1N=NN(C(C2C=CC=CC=2)C(OCC)=O)N=1)CCCCCCCCC>>[C:25]1([CH:7]([C:1]2[CH:6]=[CH:5][CH:4]=[CH:3][CH:2]=2)[C:8]2[N:9]=[N:10][N:11]([CH:13]([C:19]3[CH:20]=[CH:21][CH:22]=[CH:23][CH:24]=3)[C:14]([OH:16])=[O:15])[N:12]=2)[CH:30]=[CH:29][CH:28]=[CH:27][CH:26]=1. Reported procedure: When in the general procedure of Example 79 an appropriate amount of ethyl (±)-5-(diphenylmethyl)-α-phenyl-2H-tetrazole-2-acetate was substituted for ethyl (±)-5-decyl-α-phenyl-2H-tetrazole-2-acetate, the title compound was obtained, mp 158°-161° C. Reactants: C([O-])([O-])=O.[K+].[K+] (potassium carbonate), 1(a), [N+](=O)([O-])C1=CC=C2C=CNC2=C1 (6-Nitroindole), BrCC1=C(C=C(C#N)C=C1)OC (4-bromomethyl-3-methoxybenzonitrile). The product is C(#N)C1=CC(=C(CN2C=CC3=CC=C(C=C23)[N+](=O)[O-])C=C1)OC (1-(4-cyano-2-methoxybenzyl)-6-nitroindole), ( b ). Yield: 78.0%. RXN SMILES: [N+:1]([C:4]1[CH:12]=[C:11]2[C:7]([CH:8]=[CH:9][NH:10]2)=[CH:6][CH:5]=1)([O-:3])=[O:2].Br[CH2:14][C:15]1[CH:22]=[CH:21][C:18]([C:19]#[N:20])=[CH:17][C:16]=1[O:23][CH3:24].C(=O)([O-])[O-].[K+].[K+]>>[C:19]([C:18]1[CH:21]=[CH:22][C:15]([CH2:14][N:10]2[C:11]3[C:7](=[CH:6][CH:5]=[C:4]([N+:1]([O-:3])=[O:2])[CH:12]=3)[CH:8]=[CH:9]2)=[C:16]([O:23][CH3:24])[CH:17]=1)#[N:20] |f:2.3.4|. Procedure: 6-Nitroindole was alkylated with 4-bromomethyl-3-methoxybenzonitrile in the presence of potassium carbonate using the general procedure described in Ex 1(a) to give 1-(4-cyano-2-methoxybenzyl)-6-nitroindole (W) in 78% yield as a solid, m.p. 190.5°-191° C. (b) The nitrile W was converted to the corresponding tetrazole, 1-(2-methoxy-4-[1-(H)-tetrazol-5-yl]benzyl)6-nitroindole (X), obtained in 86% yield as a yellow-green solid, m.p. 258°-260° C. (d) using the general procedure of Example 67.